Dataset: the Open Reaction Database (ORD), a public repository of structured organic reaction records. Task: describe an organic reaction: reactants, conditions, products, and yield Starting materials: hydrochloride salt, CC1(C2CNCC12)C=1C=C(C=CC1)NS(=O)(=O)C (N-[3-(6-methyl-3-azabicyclo[3.1.0]hex-6-yl)phenyl]methanesulfonamide), C(O)([O-])=O.[Na+] (sodium hydrogen carbonate), FC(C1=CC=C(C=C1)CC(=O)O)(F)F (4-(trifluoromethyl)phenyl acetic acid), O.ON1N=NC2=C1C=CC=C2 (1-hydroxybenzotriazole monohydrate), Cl.CN(CCCN=C=NCC)C (1-(3-dimethylaminopropyl)-3-ethylcarbodiimide hydrochloride). Run in CN(C=O)C (N,N-dimethylformamide). Run at time 5 minute. The product is N (ammonia), CC1(C2CN(CC12)C(CC1=CC=C(C=C1)C(F)(F)F)=O)C=1C=C(C=CC1)NS(=O)(=O)C (N-[3-(6-Methyl-3-{2-[4-(trifluoromethyl)phenyl]acetyl}-3-azabicyclo[3.1.0]hex-6-yl)phenyl]methanesulfonamide). Isolated yield 49.9%. RXN SMILES: [F:1][C:2]([F:14])([F:13])[C:3]1[CH:8]=[CH:7][C:6]([CH2:9][C:10]([OH:12])=O)=[CH:5][CH:4]=1.O.O[N:17]1C2C=CC=CC=2N=N1.Cl.CN(C)CCCN=C=NCC.[CH3:38][C:39]1([C:45]2[CH:46]=[C:47]([NH:51][S:52]([CH3:55])(=[O:54])=[O:53])[CH:48]=[CH:49][CH:50]=2)[CH:44]2[CH:40]1[CH2:41][NH:42][CH2:43]2.C(=O)([O-])O.[Na+]>CN(C)C=O>[NH3:17].[CH3:38][C:39]1([C:45]2[CH:46]=[C:47]([NH:51][S:52]([CH3:55])(=[O:54])=[O:53])[CH:48]=[CH:49][CH:50]=2)[CH:44]2[CH:40]1[CH2:41][N:42]([C:10](=[O:12])[CH2:9][C:6]1[CH:5]=[CH:4][C:3]([C:2]([F:1])([F:14])[F:13])=[CH:8][CH:7]=1)[CH2:43]2 |f:1.2,3.4,6.7|. Procedure: To a solution of 4-(trifluoromethyl)phenyl acetic acid (63 mg, 0.31 mmol) in N,N-dimethylformamide (6.5 ml) was added 1-hydroxybenzotriazole monohydrate (50 mg, 0.33 mmol) and 1-(3-dimethylaminopropyl)-3-ethylcarbodiimide hydrochloride (85 mg, 0.44 mmol). After stirring at room temperature for 5 min the mixture was treated with the hydrochloride salt of N-[3-(6-methyl-3-azabicyclo[3.1.0]hex-6-yl)phenyl]methanesulfonamide (Preparation 53, 100 mg, 0.33 mmol) and sodium hydrogen carbonate (28 mg, 0...